Dataset: the Open Reaction Database (ORD), a public repository of structured organic reaction records. Task: describe an organic reaction: reactants, conditions, products, and yield Reaction SMILES: [Cl:1][C:2]1[CH:7]=[C:6]([CH3:8])[N:5]=[C:4]([O:9][C:10]2[C:15]([CH3:16])=[CH:14][C:13]([CH3:17])=[CH:12][C:11]=2[CH3:18])[C:3]=1[CH2:19]Cl.[C:21]([O:28][CH3:29])(=[O:27])[CH2:22][C:23]([O:25][CH3:26])=[O:24].[H-].[Na+]>CO>[CH3:26][O:25][C:23](=[O:24])[CH:22]([CH2:19][C:3]1[C:4]([O:9][C:10]2[C:15]([CH3:16])=[CH:14][C:13]([CH3:17])=[CH:12][C:11]=2[CH3:18])=[N:5][C:6]([CH3:8])=[CH:7][C:2]=1[Cl:1])[C:21]([O:28][CH3:29])=[O:27] |f:1.2.3|. Procedure details: The title compound was prepared by reacting 4-chloro-3-chloromethyl-6-methyl-2-(2,4,6-trimethyl-phenoxy)-pyridine with dimethyl malonate/NaH in methanol. The title compound was isolated as a colorless oil. Yields the product COC(C(C(=O)OC)CC=1C(=NC(=CC1Cl)C)OC1=C(C=C(C=C1C)C)C)=O (2-[4-Chloro-6-methyl-2-(2,4,6-trimethyl-phenoxy)-pyridin-3-ylmethyl]-malonic acid dimethyl ester). Reactants: ClC1=C(C(=NC(=C1)C)OC1=C(C=C(C=C1C)C)C)CCl (4-chloro-3-chloromethyl-6-methyl-2-(2,4,6-trimethyl-phenoxy)-pyridine), C(CC(=O)OC)(=O)OC.[H-].[Na+] (dimethyl malonate NaH). Solvent: CO (methanol).